Dataset: the Open Reaction Database (ORD), a public repository of structured organic reaction records. Task: describe an organic reaction: reactants, conditions, products, and yield Starting materials: CN1CCC(=CC1)C1=CNC2=CC=C(C=C12)C(F)(F)F (3-(1-methyl-1,2,3,6-tetrahydro-4-pyridinyl)-5-trifluoromethyl-1H-indole), Cl (HCl), FC1=CC=C(C=C1)S(=O)(=O)Cl (4-fluorophenylsulfonyl chloride), Cl (HCl). The product is Cl.FC1=CC=C(C=C1)S(=O)(=O)N1C=C(C2=CC(=CC=C12)C(F)(F)F)C=1CCN(CC1)C (1-(4-Fluorophenylsulfonyl)-3-(1-methyl-1,2,3,6-tetrahydro-4-pyridinyl)-5-trifluoromethylindole hydrochloride). Reaction SMILES: [CH3:1][N:2]1[CH2:7][CH:6]=[C:5]([C:8]2[C:16]3[C:11](=[CH:12][CH:13]=[C:14]([C:17]([F:20])([F:19])[F:18])[CH:15]=3)[NH:10][CH:9]=2)[CH2:4][CH2:3]1.[F:21][C:22]1[CH:27]=[CH:26][C:25]([S:28]([Cl:31])(=[O:30])=[O:29])=[CH:24][CH:23]=1.Cl>>[ClH:31].[F:21][C:22]1[CH:27]=[CH:26][C:25]([S:28]([N:10]2[C:11]3[C:16](=[CH:15][C:14]([C:17]([F:20])([F:18])[F:19])=[CH:13][CH:12]=3)[C:8]([C:5]3[CH2:4][CH2:3][N:2]([CH3:1])[CH2:7][CH:6]=3)=[CH:9]2)(=[O:30])=[O:29])=[CH:24][CH:23]=1 |f:3.4|. Procedure: (15.0 mg, 44%); from 3-(1-methyl-1,2,3,6-tetrahydro-4-pyridinyl)-5-trifluoromethyl-1H-indole (Example 4i, 20 mg, 0.071 mmol) and 4-fluorophenylsulfonyl chloride (20.8 mg, 0.107 mmol). HRMS-FAB+ for C21H18N2O2SF4.HCl, calculated MH+ (--HCl): 439.11035; found: 439.10807. Starting materials: N#CCC(=O)[O-], CS(=O)(=O)Cl, CC#N, [K+], [Na+], [Na+], O=C([O-])[O-], c1ccc2[nH]ccc2c1. Product: N#CCC(=O)c1c[nH]c2ccccc12. As a reaction SMILES: [C:10](#[N:11])[CH2:12][C:13](=[O:14])[O-:15].[CH3:17][S:18]([Cl:19])(=[O:20])=[O:21].[CH3:28][C:29]#[N:30].[K+:16].[Na+:22].[Na+:23].[O-:24][C:25](=[O:26])[O-:27].[nH:1]1[cH:2][cH:3][c:4]2[cH:5][cH:6][cH:7][cH:8][c:9]12>>[nH:1]1[cH:2][c:3]([C:13]([CH2:12][C:10]#[N:11])=[O:14])[c:4]2[cH:5][cH:6][cH:7][cH:8][c:9]12. Starting materials: CC=1C=C2CCC(C2=CC1C)=O (5,6-Dimethylindan-1-one), C(C)(=S)N (thioacetamide), Br (hydrobromide), indan-1-ones, BrC1C(C2=CC(=C(C=C2C1)C)C)=O (2-bromo-5,6-dimethylindan-1-one), CC=1SC2C(N1)(C=1C=C(C(=CC1C2)C)C)O (2,5,6-trimethyl-8,8a-dihydroindeno[1,2-d]thiazol-3a-ol). Run in C(C)(=O)O (acetic acid), CC(=O)C (acetone). Yields the product Br.CC=1SC2=C(N1)C=1C=C(C(=CC1C2)C)C (2,5,6-Trimethyl-8H-indeno[1,2-d]thiazole hydrobromide). As a reaction SMILES: CC1C=C2C(=CC=1C)C(=O)CC2.[Br:13]C1CC2C(=CC(C)=C(C)C=2)C1=O.C(N)(=S)C.Br.[CH3:31][C:32]1[S:33][CH:34]2[CH2:43][C:42]3[CH:41]=[C:40]([CH3:44])[C:39]([CH3:45])=[CH:38][C:37]=3[C:35]2(O)[N:36]=1>CC(C)=O.C(O)(=O)C>[BrH:13].[CH3:31][C:32]1[S:33][C:34]2[CH2:43][C:42]3[CH:41]=[C:40]([CH3:44])[C:39]([CH3:45])=[CH:38][C:37]=3[C:35]=2[N:36]=1 |f:7.8|. Procedure: 5,6-Dimethylindan-1-one is converted as described above for the other indan-1-ones into 2-bromo-5,6-dimethylindan-1-one. This is reacted with an equivalent amount of thioacetamide in acetone. The precipitate consisting of the hydrobromide of 2,5,6-trimethyl-8,8a-dihydroindeno[1,2-d]thiazol-3a-ol is heated in glacial acetic acid and affords, after removal of the solvent and treatment with diisopropyl ether, 2,5,6-trimethyl-8H-indeno[1,2-d]thiazole hydrobromide with a melting point of 290° C. Reactants: [OH-].[Na+] (sodium hydroxide), ClC1=CC=C(C(=O)NC(C(=O)OCC)(CC2=CC(NC3=CC=CC=C23)=O)C(=O)OCC)C=C1 (ethyl 2-(4-chlorobenzoylamino)-2-ethoxycarbonyl-3-[2(1H)-quinolinon-4-yl]propionate). Reaction conditions: time 2 hour. The product is ClC1=CC=C(C(=O)NC(C(=O)O)CC2=CC(NC3=CC=CC=C23)=O)C=C1 (2-(4-chlorobenzoylamino)-3-[2(1H)-quinolinon-4-yl]propionic acid). The yield is 91.8%. RXN SMILES: [OH-].[Na+].[Cl:3][C:4]1[CH:35]=[CH:34][C:7]([C:8]([NH:10][C:11](C(OCC)=O)([CH2:17][C:18]2[C:27]3[C:22](=[CH:23][CH:24]=[CH:25][CH:26]=3)[NH:21][C:20](=[O:28])[CH:19]=2)[C:12]([O:14]CC)=[O:13])=[O:9])=[CH:6][CH:5]=1>>[Cl:3][C:4]1[CH:5]=[CH:6][C:7]([C:8]([NH:10][CH:11]([CH2:17][C:18]2[C:27]3[C:22](=[CH:23][CH:24]=[CH:25][CH:26]=3)[NH:21][C:20](=[O:28])[CH:19]=2)[C:12]([OH:14])=[O:13])=[O:9])=[CH:34][CH:35]=1 |f:0.1|. Reported procedure: 100 ml of anhydrous ethyl alcohol and 2.23 g of sodium ethoxide (96%) were added to a 500 ml flask, and the mixture was cooled down to below 5° C. After adding 7.91 g of diethyl 4-chlorobenzamidomalonate, the resulting solution was stirred at below 5° C. for one hour. 5.00 g of 4-bromomethylquinolinon was added to the mixture and the resulting solution was stirred at the room temperature for 16 hours to produce an intermediate, ethyl 2-(4-chlorobenzoylamino)-2-ethoxycarbonyl-3-[2(1H)-quinolinon-... Yields the product C(C1=CC=CC=C1)OC1=CC=C(C=C1)CN1C(=NC=2C1=NC=CC2C)CCC (3-(4-benzyloxyphenyl)methyl-7-methyl-2-propyl-3H-imidazo[4,5-b]pyridine). Isolated yield 50.4%. Conditions: temperature 0 celsius, time 1 hour. The solvent is CN(C)C=O (DMF). Procedure: A suspension of 7-methyl-2-propylimidazo[4,5-b]pyridine (1.00 g, 5.71 mmol) and NaH (189 mg, 1.1 eq) in DMF (25 mL) was stirred for 1 hour and then cooled to 0° C. 4-Benzyloxybenzyl chloride (1.46 g; 1.1 eq) was then added and the ice bath removed. The reaction mixture was stirred for 2.5 hours and was then concentrated in vacuo. The residue was chromatographed on a silica gel flash chromatography column (30×100 mm) eluted with 30% ethyl acetate/hexane to yield 1.07 g (50%) of product. Reaction SMILES: [CH3:1][C:2]1[CH:7]=[CH:6][N:5]=[C:4]2[N:8]=[C:9]([CH2:11][CH2:12][CH3:13])[NH:10][C:3]=12.[H-].[Na+].[CH2:16]([O:23][C:24]1[CH:31]=[CH:30][C:27]([CH2:28]Cl)=[CH:26][CH:25]=1)[C:17]1[CH:22]=[CH:21][CH:20]=[CH:19][CH:18]=1>CN(C=O)C>[CH2:16]([O:23][C:24]1[CH:25]=[CH:26][C:27]([CH2:28][N:8]2[C:4]3=[N:5][CH:6]=[CH:7][C:2]([CH3:1])=[C:3]3[N:10]=[C:9]2[CH2:11][CH2:12][CH3:13])=[CH:30][CH:31]=1)[C:17]1[CH:18]=[CH:19][CH:20]=[CH:21][CH:22]=1 |f:1.2|. Reactants: CC1=C2C(=NC=C1)N=C(N2)CCC (7-methyl-2-propylimidazo[4,5-b]pyridine), [H-].[Na+] (NaH), C(C1=CC=CC=C1)OC1=CC=C(CCl)C=C1 (4-Benzyloxybenzyl chloride). Procedure: 2.3 g of 11β-fluoro-7α-{5-[(3-tert-butyldimethylsilyl-oxypropyl)methylamino]pentyl}-3-(tetrahydropyran-2-yloxy)oestra-1,3,5(10)-trien-17-one in 23 ml of tetra-hydrofuran are reacted at room temperature with 6 ml of tetrabutylammonium fluoride solution (1M in tetra-hydrofuran). After 2 hours, the mixture is diluted with ethyl acetate, washed with saturated sodium chloride solution, dried and concentrated in vacuo. Chromatography of the crude product on silica gel using a methylene chloride-methan... Reaction SMILES: [F:1][C@H:2]1[CH2:19][C@@:17]2([CH3:18])[C@@H:13]([CH2:14][CH2:15][C:16]2=[O:20])[C@H:12]2[C@H:3]1[C:4]1[CH:5]=[CH:6][C:7](OC3CCCCO3)=[CH:8][C:9]=1[CH2:10][C@H:11]2[CH2:21][CH2:22][CH2:23][CH2:24][CH2:25][N:26]([CH2:28][CH2:29][CH:30]([O:35][SiH](C)C)C(C)(C)C)[CH3:27].[F-].C([N+](CCCC)(CCCC)CCCC)CCC>O1CCCC1.C(OCC)(=O)C>[F:1][C@H:2]1[CH2:19][C@@:17]2([CH3:18])[C@@H:13]([CH2:14][CH2:15][C:16]2=[O:20])[C@H:12]2[C@H:3]1[C:4]1[CH:5]=[CH:6][CH:7]=[CH:8][C:9]=1[CH2:10][C@H:11]2[CH2:21][CH2:22][CH2:23][CH2:24][CH2:25][N:26]([CH2:28][CH2:29][CH2:30][OH:35])[CH3:27] |f:1.2|. Run at time 2 hour. The solvent is C(C)(=O)OCC (ethyl acetate), O1CCCC1 (tetra-hydrofuran). Reactants: F[C@@H]1[C@@H]2C=3C=CC(=CC3C[C@H]([C@H]2[C@@H]2CCC([C@@]2(C)C1)=O)CCCCCN(C)CCC(C(C)(C)C)O[SiH](C)C)OC1OCCCC1 (11β-fluoro-7α-{5-[(3-tert-butyldimethylsilyl-oxypropyl)methylamino]pentyl}-3-(tetrahydropyran-2-yloxy)oestra-1,3,5(10)-trien-17-one), [F-].C(CCC)[N+](CCCC)(CCCC)CCCC (tetrabutylammonium fluoride). The product is crude product, F[C@@H]1[C@@H]2C=3C=CC=CC3C[C@H]([C@H]2[C@@H]2CCC([C@@]2(C)C1)=O)CCCCCN(C)CCCO (11β-fluoro-7α-{5-[(3-hydroxypropyl)methylamino]-pentyl}oestra-1,3,5(10)-trien-17-one). The yield is 97.8%.